This data is from the Open Reaction Database (ORD), a public repository of structured organic reaction records. The task is: describe an organic reaction: reactants, conditions, products, and yield The reactants are NC=1N(N=C2C1C(N(C=1C=CC=CC21)CC2=CC=C(C=C2)OC)=O)C2=CC=C(C=C2)CCO (3-amino-2-[4-(2-hydroxyethyl)phenyl]-5-(4-methoxybenzyl)-2,5-dihydro-4H-pyrazolo[4,3-c]quinolin-4-one), C(C)(=O)OC(C)=O (acetic anhydride). Reaction conditions: time 1 hour. The product is OCCC1=CC=C(C=C1)N1N=C2C(C(N(C=3C=CC=CC23)CC2=CC=C(C=C2)OC)=O)=C1NC(C)=O (N-{2-[4-(2-hydroxyethyl)phenyl]-5-(4-methoxybenzyl)-4-oxo-4,5-dihydro-2H-pyrazolo[4,3-c]quinolin-3-yl}acetamide). RXN SMILES: [NH2:1][C:2]1[N:3]([C:25]2[CH:30]=[CH:29][C:28]([CH2:31][CH2:32][OH:33])=[CH:27][CH:26]=2)[N:4]=[C:5]2[C:14]3[CH:13]=[CH:12][CH:11]=[CH:10][C:9]=3[N:8]([CH2:15][C:16]3[CH:21]=[CH:20][C:19]([O:22][CH3:23])=[CH:18][CH:17]=3)[C:7](=[O:24])[C:6]=12.[C:34](OC(=O)C)(=[O:36])[CH3:35]>>[OH:33][CH2:32][CH2:31][C:28]1[CH:27]=[CH:26][C:25]([N:3]2[C:2]([NH:1][C:34](=[O:36])[CH3:35])=[C:6]3[C:7](=[O:24])[N:8]([CH2:15][C:16]4[CH:21]=[CH:20][C:19]([O:22][CH3:23])=[CH:18][CH:17]=4)[C:9]4[CH:10]=[CH:11][CH:12]=[CH:13][C:14]=4[C:5]3=[N:4]2)=[CH:30][CH:29]=1. Reported procedure: A mixture of 3-amino-2-[4-(2-hydroxyethyl)phenyl]-5-(4-methoxybenzyl)-2,5-dihydro-4H-pyrazolo[4,3-c]quinolin-4-one (0.2 g) and acetic anhydride (2 ml) was heated under reflux for 5 hours. The reaction mixture was concentrated under reduced pressure, an aqueous sodium hydrogen carbonate solution was added thereto, and extracted with ethyl acetate. The extract was washed with water and saturated brine, and concentrated after drying. To the obtained crystal was added methanol (20 ml) and an 1N aque... Reactants: CC(CCCCC)NC1=CC=CC=C1 (N-(1-methylhexyl)aniline), BrCCCC (1-bromobutane), C([O-])([O-])=O.[K+].[K+] (potassium carbonate), CN(C)C=O (DMF), BrCCCC (1-bromobutane). Run in O (water). The product is C(CCC)N(C1=CC=CC=C1)C(CCCCC)C (N-butyl-N-(1-methylhexyl)aniline). Yield: 44.0%. Reaction SMILES: [CH3:1][CH:2]([NH:8][C:9]1[CH:14]=[CH:13][CH:12]=[CH:11][CH:10]=1)[CH2:3][CH2:4][CH2:5][CH2:6][CH3:7].Br[CH2:16][CH2:17][CH2:18][CH3:19].C(=O)([O-])[O-].[K+].[K+].CN(C=O)C>O>[CH2:16]([N:8]([CH:2]([CH3:1])[CH2:3][CH2:4][CH2:5][CH2:6][CH3:7])[C:9]1[CH:10]=[CH:11][CH:12]=[CH:13][CH:14]=1)[CH2:17][CH2:18][CH3:19] |f:2.3.4|. Procedure details: A mixture of N-(1-methylhexyl)aniline (76 parts), 1-bromobutane (66 parts), anhydrous potassium carbonate (65 parts) and DMF (150 parts) was stirred while heating under reflux for 41 hours. An additional quantity of 1-bromobutane (44 parts) was added and the mixture stirred while heating under reflux for a further 19 hours. The cooled mixture was poured into water (400 parts) and the organic phase separated. The aqueous phase was extracted with toluene, the organic phases and toluene extract wer... The reactants are ClC=1C(OC(C1C1=CC=CC=C1)=O)=O (3-chloro-4-phenylfuran-2,5-dione), NCCCOC (1-amino-3-methoxypropane). Solvent: C(C)(=O)O (acetic acid). Product: ClC=1C(N(C(C1C1=CC=CC=C1)=O)CCCOC)=O (3-Chloro-1-(3-methoxypropyl)-4-phenyl-1H-pyrrole-2,5-dione). Reaction SMILES: [Cl:1][C:2]1[C:3](=[O:14])O[C:5](=[O:13])[C:6]=1[C:7]1[CH:12]=[CH:11][CH:10]=[CH:9][CH:8]=1.[NH2:15][CH2:16][CH2:17][CH2:18][O:19][CH3:20]>C(O)(=O)C>[Cl:1][C:2]1[C:3](=[O:14])[N:15]([CH2:16][CH2:17][CH2:18][O:19][CH3:20])[C:5](=[O:13])[C:6]=1[C:7]1[CH:8]=[CH:9][CH:10]=[CH:11][CH:12]=1. Procedure: A solution of 3-chloro-4-phenylfuran-2,5-dione (0.20 mmol, 42 mg) and 1-amino-3-methoxypropane (0.20 mmol, 18 mg) in glacial acetic acid (1 mL) was heated in a microwave reactor at 120° C. for two min. After cooling, the solvent was evaporated at reduced pressure. The crude product was used without purification. The reactants are NC1=C(C(=O)N(CC)CC)C=C(C=C1)Br (2-amino-5-bromo-N,N-diethylbenzamide), NC1=C(C(=O)N(CC)CC)C=C(C=C1)Br (2-amino-5-bromo-N,N-diethylbenzamide), CC1(OB(OC1(C)C)C=1C=NN(C1)CCCO)C (3-[4-(4,4,5,5-tetramethyl-1,3,2-dioxaborolan-2-yl)-1H-pyrazol-1-yl]propan-1-ol), CC1(OB(OC1(C)C)C=1C=NN(C1)CCCO)C (3-[4-(4,4,5,5-tetramethyl-1,3,2-dioxaborolan-2-yl)-1H-pyrazol-1-yl]propan-1-ol), ClCCl (dichloromethane), C([O-])([O-])=O.[K+].[K+] (potassium carbonate), O1CCOCC1 (1,4-dioxane), O (H2O). The product is NC1=C(C(=O)N(CC)CC)C=C(C=C1)C=1C=NN(C1)CCCO (2-Amino-N,N-diethyl-5-[1-(3-hydroxypropyl)-1H-pyrazol-4-yl]benzamide). Isolated yield 51.9%. As a reaction SMILES: [NH2:1][C:2]1[CH:14]=[CH:13][C:12](Br)=[CH:11][C:3]=1[C:4]([N:6]([CH2:9][CH3:10])[CH2:7][CH3:8])=[O:5].CC1(C)C(C)(C)OB([C:24]2[CH:25]=[N:26][N:27]([CH2:29][CH2:30][CH2:31][OH:32])[CH:28]=2)O1.ClCCl.C(=O)([O-])[O-].[K+].[K+].O1CCOCC1.O>>[NH2:1][C:2]1[CH:14]=[CH:13][C:12]([C:24]2[CH:25]=[N:26][N:27]([CH2:29][CH2:30][CH2:31][OH:32])[CH:28]=2)=[CH:11][C:3]=1[C:4]([N:6]([CH2:9][CH3:10])[CH2:7][CH3:8])=[O:5] |f:3.4.5|. Procedure details: A suspension of 2-amino-5-bromo-N,N-diethylbenzamide (Compound 3D, 326 mg, 1.20 mmol), 3-[4-(4,4,5,5-tetramethyl-1,3,2-dioxaborolan-2-yl)-1H-pyrazol-1-yl]propan-1-ol (Compound 3E, 0.33 g, 1.32 mmol), [1,1′-bis(diphenylphosphino)ferrocene]dichloropalladium(II) complex with dichloromethane (1:1) (106.8 mg, 0.13 mmol) and potassium carbonate (0.50 g, 3.64 mmol) in 1,4-dioxane (4 mL, 50 mmol) to H2O (1 mL, 60 mmol) was evacuated and charged with argon (3×). The sample was irradiated in a microwave r... Reactants: Cl (hydrochloric acid), OC1=CC(=C(C=C1)CC=1C(=NNC1C(C)C)O[C@H]1[C@H](OC(C(C)(C)C)=O)[C@@H](OC(C(C)(C)C)=O)[C@H](OC(C(C)(C)C)=O)[C@H](O1)COC(C(C)(C)C)=O)C (4-[(4-hydroxy-2-methylphenyl)-methyl]-5-isopropyl-3-(2,3,4,6-tetra-O-pivaloyl-β-D-glucopyranosyloxy)-1H-pyrazole), BrCCCCl (1-bromo-3-chloropropane), [OH-].[Na+] (sodium hydroxide). The reagents and catalysts are [Br-].C(CCC)[N+](CCCC)(CCCC)CCCC (tetra(n-butyl)ammonium bromide). Run in O1CCCC1 (tetrahydrofuran). Conditions: time 8 hour. The product is ClCCCOC1=CC(=C(C=C1)CC=1C(=NNC1C(C)C)O[C@H]1[C@H](OC(C(C)(C)C)=O)[C@@H](OC(C(C)(C)C)=O)[C@H](OC(C(C)(C)C)=O)[C@H](O1)COC(C(C)(C)C)=O)C (4-{[4-(3-Chloropropoxy)-2-methylphenyl]methyl}-5-isopropyl-3-(2,3,4,6-tetra-O-pivaloyl-β-D-glucopyranosyloxy)-1H-pyrazole). Reaction SMILES: [OH:1][C:2]1[CH:7]=[CH:6][C:5]([CH2:8][C:9]2[C:10]([O:17][C@@H:18]3[O:44][C@H:43]([CH2:45][O:46][C:47](=[O:52])[C:48]([CH3:51])([CH3:50])[CH3:49])[C@@H:35]([O:36][C:37](=[O:42])[C:38]([CH3:41])([CH3:40])[CH3:39])[C@H:27]([O:28][C:29](=[O:34])[C:30]([CH3:33])([CH3:32])[CH3:31])[C@H:19]3[O:20][C:21](=[O:26])[C:22]([CH3:25])([CH3:24])[CH3:23])=[N:11][NH:12][C:13]=2[CH:14]([CH3:16])[CH3:15])=[C:4]([CH3:53])[CH:3]=1.Br[CH2:55][CH2:56][CH2:57][Cl:58].[OH-].[Na+].Cl>[Br-].C([N+](CCCC)(CCCC)CCCC)CCC.O1CCCC1>[Cl:58][CH2:57][CH2:56][CH2:55][O:1][C:2]1[CH:7]=[CH:6][C:5]([CH2:8][C:9]2[C:10]([O:17][C@@H:18]3[O:44][C@H:43]([CH2:45][O:46][C:47](=[O:52])[C:48]([CH3:51])([CH3:50])[CH3:49])[C@@H:35]([O:36][C:37](=[O:42])[C:38]([CH3:39])([CH3:41])[CH3:40])[C@H:27]([O:28][C:29](=[O:34])[C:30]([CH3:31])([CH3:32])[CH3:33])[C@H:19]3[O:20][C:21](=[O:26])[C:22]([CH3:25])([CH3:23])[CH3:24])=[N:11][NH:12][C:13]=2[CH:14]([CH3:16])[CH3:15])=[C:4]([CH3:53])[CH:3]=1 |f:2.3,5.6|. Reported procedure: To a solution of 4-[(4-hydroxy-2-methylphenyl)-methyl]-5-isopropyl-3-(2,3,4,6-tetra-O-pivaloyl-β-D-glucopyranosyloxy)-1H-pyrazole (8.58 g), 1-bromo-3-chloropropane (2.85 mL) and tetra(n-butyl)ammonium bromide (1.86 g) in tetrahydrofuran (43 mL) was added 5 mol/L aqueous sodium hydroxide solution (5.76 mL), and the mixture was stirred at room temperature overnight. The reaction mixture was poured into 1 mol/L hydrochloric acid, and the resulting mixture was extracted with diethyl ether. The extra...